From a dataset of the Open Reaction Database (ORD), a public repository of structured organic reaction records. describe an organic reaction: reactants, conditions, products, and yield Starting materials: COc1ccc2c(=O)[nH]c(C)cc2c1, O=P(Cl)(Cl)Cl. The product is COc1ccc2c(Cl)nc(C)cc2c1. Reaction SMILES: [CH3:1][O:2][c:3]1[cH:4][c:5]2[cH:6][c:7]([CH3:14])[nH:8][c:9](=[O:13])[c:10]2[cH:11][cH:12]1.[P:15]([Cl:16])([Cl:17])([Cl:18])=[O:19]>>[CH3:1][O:2][c:3]1[cH:4][c:5]2[cH:6][c:7]([CH3:14])[n:8][c:9]([Cl:17])[c:10]2[cH:11][cH:12]1. Starting materials: ClC=1C(=C(C(=O)N2CCN(CC2)C(=O)OC(C)(C)C)C=CC1)F (tert-butyl 4-(3-chloro-2-fluorobenzoyl)piperazine-1-carboxylate), Cl.O1CCOCC1 (hydrochloric acid 1,4-dioxane). The solvent is CO (methanol). Conditions: time 2.5 hour. Yields the product Cl.ClC=1C(=C(C(=O)N2CCNCC2)C=CC1)F (1-(3-chloro-2-fluorobenzoyl)piperazine Hydrochloride). Reaction SMILES: [Cl:1][C:2]1[C:3]([F:23])=[C:4]([CH:20]=[CH:21][CH:22]=1)[C:5]([N:7]1[CH2:12][CH2:11][N:10](C(OC(C)(C)C)=O)[CH2:9][CH2:8]1)=[O:6].Cl.O1CCOCC1>CO>[ClH:1].[Cl:1][C:2]1[C:3]([F:23])=[C:4]([CH:20]=[CH:21][CH:22]=1)[C:5]([N:7]1[CH2:12][CH2:11][NH:10][CH2:9][CH2:8]1)=[O:6] |f:1.2,4.5|. Procedure details: To a mixture of 35.1 g of tert-butyl 4-(3-chloro-2-fluorobenzoyl)piperazine-1-carboxylate and 50 ml of methanol was added a hydrochloric acid-1,4-dioxane solution (4 M, 100 ml) followed by stirring at room temperature for 2.5 hours. The reaction mixture was concentrated in vacuo and the residue was suspended in diethyl ether, filtered and collected to give the title compound. The solvent is CC(=O)C (acetone), CN(C=O)C (dimethylformamide). Reagents/catalysts: N(=NC(C#N)(C)C)C(C#N)(C)C (2,2'-azobis-[2-methylpropionitrile]). As a reaction SMILES: [C:1]([NH2:5])(=[O:4])[CH:2]=[CH2:3].[C:6]([O:10][CH2:11][CH2:12][C:13]#[N:14])(=[O:9])[CH:7]=[CH2:8]>N(C(C)(C)C#N)=NC(C)(C)C#N.CN(C)C=O.CC(C)=O>[C:1]([NH2:5])(=[O:4])[CH:2]=[CH2:3].[C:6]([O:10][CH2:11][CH2:12][C:13]#[N:14])(=[O:9])[CH:7]=[CH2:8] |f:5.6|. The reactants are C(C=C)(=O)N (acrylamide), C(C=C)(=O)OCCC#N (β-cyanoethyl acrylate). Reported procedure: 7.11 g of acrylamide, 3.13 g of β-cyanoethyl acrylate (commercially available from Monomer-Polymer, Borden Chemical Co., New York, New York, under the designation #7437) and 0.01 g of 2,2'-azobis-[2-methylpropionitrile] catalyst were dissolved in 80 ml of dimethylformamide. This solution was polymerized under N2 in a sealed tube at 65° C. for 12 hours. A white viscous solution resulted which produced a precipitate in acetone. The precipitate was collected and dried under vacuum at 50° C. for 12 ... The product is C(C=C)(=O)N.C(C=C)(=O)OCCC#N (acrylamide β-cyanoethyl acrylate). The reactants are [N+](=O)([O-])C1=NC=2N=C(NC(C2N1)=O)N (8-nitroguanine), S(=O)([O-])S(=O)[O-].[Na+].[Na+] (sodium hydrosulfite), [N+](=O)([O-])C1=NC=2N=C(NC(C2N1)=O)N (8-nitroguanine). The reagents and catalysts are Cl.[Zn] (zinc-HCl). Product: NC1=NC=2N=C(NC(C2N1)=O)N (8-aminoguanine). As a reaction SMILES: [N+:1]([C:4]1[NH:12][C:11]2[C:10](=[O:13])[NH:9][C:8]([NH2:14])=[N:7][C:6]=2[N:5]=1)([O-])=O.S(S([O-])=O)([O-])=O.[Na+].[Na+]>Cl.[Zn]>[NH2:1][C:4]1[NH:12][C:11]2[C:10](=[O:13])[NH:9][C:8]([NH2:14])=[N:7][C:6]=2[N:5]=1 |f:1.2.3,4.5|. Procedure: The product of this reaction was analyzed in comparison with data on the published spectra of 8-nitroguanine. The reaction product was reduced by zinc-HCl or sodium hydrosulfite. Under these conditions, 8-nitroguanine is reduced to form 8-aminoguanine. This reduced product was compared by HPLC and spectral analysis with 8-aminoguanine synthesized by acid hydrolysis of commercially available 8-aminoguanosine. Product: FC(F)(F)c1ccccc1-c1ccc(CN2CCOC(Cc3ccccc3)C2)cc1. Starting materials: Brc1ccc(CN2CCOC(Cc3ccccc3)C2)cc1, CCO, Cc1ccccc1, OB(O)c1ccccc1C(F)(F)F, [Na+], [Na+], O=C([O-])[O-], c1ccc(P(c2ccccc2)(c2ccccc2)[Pd](P(c2ccccc2)(c2ccccc2)c2ccccc2)(P(c2ccccc2)(c2ccccc2)c2ccccc2)P(c2ccccc2)(c2ccccc2)c2ccccc2)cc1. RXN SMILES: [CH2:1]([c:2]1[cH:3][cH:4][cH:5][cH:6][cH:7]1)[CH:8]1[O:9][CH2:10][CH2:11][N:12]([CH2:14][c:15]2[cH:16][cH:17][c:18]([Br:21])[cH:19][cH:20]2)[CH2:13]1.[CH3:125][CH2:126][OH:127].[CH3:41][c:42]1[cH:43][cH:44][cH:45][cH:46][cH:47]1.[F:22][C:23]([c:24]1[c:25]([B:30]([OH:31])[OH:32])[cH:26][cH:27][cH:28][cH:29]1)([F:33])[F:34].[Na+:35].[Na+:36].[O-:37][C:38](=[O:39])[O-:40].[cH:48]1[cH:49][cH:50][c:51]([P:52]([Pd:53]([P:54]([c:55]2[cH:56][cH:57][cH:58][cH:59][cH:60]2)([c:61]2[cH:62][cH:63][cH:64][cH:65][cH:66]2)[c:67]2[cH:68][cH:69][cH:70][cH:71][cH:72]2)([P:73]([c:74]2[cH:75][cH:76][cH:77][cH:78][cH:79]2)([c:80]2[cH:81][cH:82][cH:83][cH:84][cH:85]2)[c:86]2[cH:87][cH:88][cH:89][cH:90][cH:91]2)[P:92]([c:93]2[cH:94][cH:95][cH:96][cH:97][cH:98]2)([c:99]2[cH:100][cH:101][cH:102][cH:103][cH:104]2)[c:105]2[cH:106][cH:107][cH:108][cH:109][cH:110]2)([c:111]2[cH:112][cH:113][cH:114][cH:115][cH:116]2)[c:117]2[cH:118][cH:119][cH:120][cH:121][cH:122]2)[cH:123][cH:124]1>>[CH2:1]([c:2]1[cH:3][cH:4][cH:5][cH:6][cH:7]1)[CH:8]1[O:9][CH2:10][CH2:11][N:12]([CH2:14][c:15]2[cH:16][cH:17][c:18](-[c:25]3[c:24]([C:23]([F:22])([F:33])[F:34])[cH:29][cH:28][cH:27][cH:26]3)[cH:19][cH:20]2)[CH2:13]1. Starting materials: FC1=CC=C(C=C1)N1N=CC=C1 (1-(4-fluorophenyl)-1H-pyrazole), C(CCC)[Li] (n-butyl lithium), C(C)(=O)O (acetic acid), C(C)(C)OB1OC(C(O1)(C)C)(C)C (2-isopropoxy-4,4,5,5-tetramethyl-1,3,2-dioxaborolane). The solvent is C1CCOC1 (THF), CCCCCC (hexane). Run at temperature -78 celsius, time 1 hour. The product is FC1=CC=C(C=C1)N1N=CC=C1B1OC(C(O1)(C)C)(C)C (1-(4-Fluoro-phenyl)-5-(4,4,5,5-tetramethyl-[1,3,2]dioxaborolan-2-yl)-1H-pyrazole). The yield is 51.0%. As a reaction SMILES: [F:1][C:2]1[CH:7]=[CH:6][C:5]([N:8]2[CH:12]=[CH:11][CH:10]=[N:9]2)=[CH:4][CH:3]=1.C([Li])CCC.C(O[B:22]1[O:26][C:25]([CH3:28])([CH3:27])[C:24]([CH3:30])([CH3:29])[O:23]1)(C)C.C(O)(=O)C>C1COCC1.CCCCCC>[F:1][C:2]1[CH:3]=[CH:4][C:5]([N:8]2[C:12]([B:22]3[O:26][C:25]([CH3:28])([CH3:27])[C:24]([CH3:30])([CH3:29])[O:23]3)=[CH:11][CH:10]=[N:9]2)=[CH:6][CH:7]=1. Procedure details: To a stirred solution of commercially available 1-(4-fluorophenyl)-1H-pyrazole [CAS No 81329-32-0] (2.27 g, 14.0 mmol) in THF (100 ml) was added drop wise at −78° C. under argon atmosphere n-butyl lithium (1.6N in hexane, 10.5 ml, 16.8 mmol. The reaction mixture was allowed to stir for 1 h at −78° C. Afterwards commercially available 2-isopropoxy-4,4,5,5-tetramethyl-1,3,2-dioxaborolane (2.84 g, 3.12 ml, 15.0 mmol) was added drop wise at −78° C., and the mixture was stirred for 1.5 h at −78° C. T... The reactants are O (water), Cl.O1C(=CC=C1)C(=O)N1CCNCC1 (1-(2-furoyl)piperazine hydrochloride), C([O-])([O-])=O.[K+].[K+] (potassium carbonate), ClCC1=CC=C(C=C1)NC(=O)C1=CC2=CC(=CC=C2CC1)C1=CC=C(C=C1)C (N-[4-(chloromethyl)-phenyl]-7-(4-methylphenyl)-3,4-dihydronaphthalene-2-carboxamide). Solvent: CN(C)C=O (DMF). Reaction conditions: time 18 hour. Yields the product O1C(=CC=C1)C(=O)N1CCN(CC1)CC1=CC=C(C=C1)NC(=O)C1=CC2=CC(=CC=C2CC1)C1=CC=C(C=C1)C (N-[4-[1-(2-furoyl)-4-piperazinylmethyl]phenyl]-7-(4-methylphenyl)-3,4-dihydronaphthalene-2-carboxamide). Isolated yield 54.5%. RXN SMILES: Cl[CH2:2][C:3]1[CH:8]=[CH:7][C:6]([NH:9][C:10]([C:12]2[CH2:21][CH2:20][C:19]3[C:14](=[CH:15][C:16]([C:22]4[CH:27]=[CH:26][C:25]([CH3:28])=[CH:24][CH:23]=4)=[CH:17][CH:18]=3)[CH:13]=2)=[O:11])=[CH:5][CH:4]=1.Cl.[O:30]1[CH:34]=[CH:33][CH:32]=[C:31]1[C:35]([N:37]1[CH2:42][CH2:41][NH:40][CH2:39][CH2:38]1)=[O:36].C(=O)([O-])[O-].[K+].[K+].O>CN(C=O)C>[O:30]1[CH:34]=[CH:33][CH:32]=[C:31]1[C:35]([N:37]1[CH2:38][CH2:39][N:40]([CH2:2][C:3]2[CH:8]=[CH:7][C:6]([NH:9][C:10]([C:12]3[CH2:21][CH2:20][C:19]4[C:14](=[CH:15][C:16]([C:22]5[CH:27]=[CH:26][C:25]([CH3:28])=[CH:24][CH:23]=5)=[CH:17][CH:18]=4)[CH:13]=3)=[O:11])=[CH:5][CH:4]=2)[CH2:41][CH2:42]1)=[O:36] |f:1.2,3.4.5|. Procedure: In DMF (3ml) was dissolved N-[4-(chloromethyl)-phenyl]-7-(4-methylphenyl)-3,4-dihydronaphthalene-2-carboxamide (150mg), and to the solution were added 1-(2-furoyl)piperazine hydrochloride (109mg) and potassium carbonate (268mg). The mixture was stirred at room temperature for 18 hours, and to the mixture was added water (50ml). The mixture was extracted with ethyl acetate. The organic layer was washed with saturated sodium chloride solution, dried with anhydrous sodium sulfate, and concentrated ... Reactants: C1(CC1)CN1CC2CCC(C3C2(CC1)C1=C(O3)C(=CC=C1)OC)=O (3-cyclopropylmethyl-9-methoxy-2,4,4a,5,6,7-hexahydro-1H-benzo[4,5]furo[3,2-e]isoquinolin-7[3H]-one), C=P(C1=CC=CC=C1)(C1=CC=CC=C1)C1=CC=CC=C1 (methylenetriphenylphosphorane), 7-methylene. Product: C1(CC1)CN1CC2CCC(C3C2(CC1)C1=C(O3)C(=CC=C1)OC)C (3-cyclopropylmethyl-9-methoxy-7-methyl-2,3,4,4a,5,6,7,7a-octahydro-1H-benzo[4,5]furo[3,2-e]isoquinoline). Reaction SMILES: [CH:1]1([CH2:4][N:5]2[CH2:14][CH2:13][C:12]34[C:15]5[CH:21]=[CH:20][CH:19]=[C:18]([O:22][CH3:23])[C:16]=5[O:17][CH:11]3[C:10](=O)[CH2:9][CH2:8][CH:7]4[CH2:6]2)[CH2:3][CH2:2]1.[CH2:25]=P(C1C=CC=CC=1)(C1C=CC=CC=1)C1C=CC=CC=1>>[CH:1]1([CH2:4][N:5]2[CH2:14][CH2:13][C:12]34[C:15]5[CH:21]=[CH:20][CH:19]=[C:18]([O:22][CH3:23])[C:16]=5[O:17][CH:11]3[CH:10]([CH3:25])[CH2:9][CH2:8][CH:7]4[CH2:6]2)[CH2:3][CH2:2]1. Reported procedure: Oxidation of XI ##STR97## with chromium trioxide gives 3-cyclopropylmethyl-9-methoxy-2,4,4a,5,6,7-hexahydro-1H-benzo[4,5]furo[3,2-e]isoquinolin-7[3H]-one ##STR98## Reaction of this compound with methylenetriphenylphosphorane followed by catalytic hydrogenation of the resulting 7-methylene derivative gives 3-cyclopropylmethyl-9-methoxy-7-methyl-2,3,4,4a,5,6,7,7a-octahydro-1H-benzo[4,5]furo[3,2-e]isoquinoline ##STR99## Starting materials: Cl (hydrochloric acid), C(#N)C=1C=C2OC=3C=CC(=CC3C(C2=CC1)=O)OC (6-Cyano-2-methoxyxanthone), [N-]=[N+]=[N-].[Na+] (sodium azide), [Cl-].[NH4+] (ammonium chloride). The solvent is CN(C=O)C (dimethylformamide), O (water). Yields the product COC1=CC=2C(C3=CC=C(C=C3OC2C=C1)C1=NN=NN1)=O (2-Methoxy-6-(5-tetrazolyl)xanthone). Reaction SMILES: [C:1]([C:3]1[CH:4]=[C:5]2[C:14](=[CH:15][CH:16]=1)[C:13](=[O:17])[C:12]1[CH:11]=[C:10]([O:18][CH3:19])[CH:9]=[CH:8][C:7]=1[O:6]2)#[N:2].[N-:20]=[N+:21]=[N-:22].[Na+].[Cl-].[NH4+].Cl>CN(C)C=O.O>[CH3:19][O:18][C:10]1[CH:9]=[CH:8][C:7]2[O:6][C:5]3[C:14](=[CH:15][CH:16]=[C:3]([C:1]4[NH:22][N:21]=[N:20][N:2]=4)[CH:4]=3)[C:13](=[O:17])[C:12]=2[CH:11]=1 |f:1.2,3.4|. Reported procedure: 6-Cyano-2-methoxyxanthone (12.6 g) was heated with sodium azide (3.41 g) and ammonium chloride (2.95 g) in dimethylformamide (100 ml) at 125° for 6 h. The reaction mixture was diluted with water and acidified with excess hydrochloric acid. The precipitated 2-methoxy-6-(5-tetrazolyl)xanthone was filtered off, washed with water, and recrystallised from dimethylformamide, decomposes above 300°.